Dataset: the Open Reaction Database (ORD), a public repository of structured organic reaction records. Task: describe an organic reaction: reactants, conditions, products, and yield Starting materials: Cc1cc(C)cc(OCC(C)O)c1, [Cr], [Cu], [H][H], N. Yields the product Cc1cc(C)cc(OCC(C)N)c1. As a reaction SMILES: [CH3:1][CH:2]([CH2:3][O:4][c:5]1[cH:6][c:7]([CH3:12])[cH:8][c:9]([CH3:11])[cH:10]1)[OH:13].[Cr:17].[Cu:18].[H:15][H:16].[NH3:14]>>[CH3:1][CH:2]([CH2:3][O:4][c:5]1[cH:6][c:7]([CH3:12])[cH:8][c:9]([CH3:11])[cH:10]1)[NH2:14]. The reactants are CCBr, O=C([O-])[O-], c1ccc2c(c1)cc1n2CCNCC1, CC#N, [K+], [K+]. Product: CCN1CCc2cc3ccccc3n2CC1. As a reaction SMILES: [Br:21][CH2:22][CH3:23].[C:15](=[O:16])([O-:17])[O-:18].[CH2:1]1[CH2:2][NH:3][CH2:4][CH2:5][n:6]2[c:7]1[cH:8][c:9]1[cH:10][cH:11][cH:12][cH:13][c:14]21.[CH3:24][C:25]#[N:26].[K+:19].[K+:20]>>[CH2:1]1[CH2:2][N:3]([CH2:22][CH3:23])[CH2:4][CH2:5][n:6]2[c:7]1[cH:8][c:9]1[cH:10][cH:11][cH:12][cH:13][c:14]21.